Dataset: the Open Reaction Database (ORD), a public repository of structured organic reaction records. Task: describe an organic reaction: reactants, conditions, products, and yield Reactants: C(C)C1=C(C(=CC=C1)CC)C=1C=C2C(=CN1)N(C=C2C(CC(C)C)O)C2=CC=C(C=C2)C(C)C (1-[5-(2,6-diethyl-phenyl)-1-(4-isopropyl-phenyl)-1H-pyrrolo[2,3-c]pyridin-3-yl]-3-methyl-butan-1-ol), C(C)(C)N(C(C)C)CC (N,N-diisopropylethylamine), C(C)(=O)OC(C)=O (acetic anhydride). The reagents and catalysts are CN(C)C=1C=CN=CC1 (DMAP). The solvent is C(Cl)Cl (DCM). Reaction conditions: time 4 hour. Yields the product C(C)C1=C(C(=CC=C1)CC)C=1C=C2C(=CN1)N(C=C2C(CC(C)C)OC(C)=O)C2=CC=C(C=C2)C(C)C (acetic acid 1-[5-(2,6-diethyl-phenyl)-1-(4-isopropyl-phenyl)-1H-pyrrolo[2,3-c]pyridin-3-yl]-3-methyl-butyl ester). Reaction SMILES: [CH2:1]([C:3]1[CH:8]=[CH:7][CH:6]=[C:5]([CH2:9][CH3:10])[C:4]=1[C:11]1[CH:12]=[C:13]2[C:19]([CH:20]([OH:25])[CH2:21][CH:22]([CH3:24])[CH3:23])=[CH:18][N:17]([C:26]3[CH:31]=[CH:30][C:29]([CH:32]([CH3:34])[CH3:33])=[CH:28][CH:27]=3)[C:14]2=[CH:15][N:16]=1)[CH3:2].C(N(CC)C(C)C)(C)C.[C:44](OC(=O)C)(=[O:46])[CH3:45]>C(Cl)Cl.CN(C1C=CN=CC=1)C>[CH2:1]([C:3]1[CH:8]=[CH:7][CH:6]=[C:5]([CH2:9][CH3:10])[C:4]=1[C:11]1[CH:12]=[C:13]2[C:19]([CH:20]([O:25][C:44](=[O:46])[CH3:45])[CH2:21][CH:22]([CH3:24])[CH3:23])=[CH:18][N:17]([C:26]3[CH:27]=[CH:28][C:29]([CH:32]([CH3:33])[CH3:34])=[CH:30][CH:31]=3)[C:14]2=[CH:15][N:16]=1)[CH3:2]. Reported procedure: To a solution of 1-[5-(2,6-diethyl-phenyl)-1-(4-isopropyl-phenyl)-1H-pyrrolo[2,3-c]pyridin-3-yl]-3-methyl-butan-1-ol (20 mg, 0.044 mmol) in DCM (2 mL), N,N-diisopropylethylamine (15 μL, 0.08 mmol), acetic anhydride (6.6 μL, 0.06 mmol), and DMAP (1 mg) were added. The mixture is stirred at room temperature for 4 h. All volatiles are removed under reduced pressure and the residue is purified by chromatography to afford acetic acid 1-[5-(2,6-diethyl-phenyl)-1-(4-isopropyl-phenyl)-1H-pyrrolo[2,3-c]p...